Dataset: the Open Reaction Database (ORD), a public repository of structured organic reaction records. Task: describe an organic reaction: reactants, conditions, products, and yield The reactants are Cl.C(C1=CC=CC=C1)OC=1C=CC2=C(C(=C(O2)C2=CC=CC=C2)N2CCN(CC2)C)C1 (1-(5-benzyloxy-2-phenyl-3-benzofuryl)-4-methylpiperazine hydrochloride), [H][H] (hydrogen). The reagents and catalysts are [Pd] (palladium on charcoal). Solvent: C(C)O (ethanol). Product: O.Cl.OC=1C=CC2=C(C(=C(O2)C2=CC=CC=C2)N2CCN(CC2)C)C1 (1-(5-hydroxy-2-phenyl-3-benzofuryl)-4-methylpiperazine hydrochloride monohydrate). RXN SMILES: [ClH:1].C([O:9][C:10]1[CH:11]=[CH:12][C:13]2[O:17][C:16]([C:18]3[CH:23]=[CH:22][CH:21]=[CH:20][CH:19]=3)=[C:15]([N:24]3[CH2:29][CH2:28][N:27]([CH3:30])[CH2:26][CH2:25]3)[C:14]=2[CH:31]=1)C1C=CC=CC=1.[H][H]>[Pd].C(O)C>[OH2:9].[ClH:1].[OH:9][C:10]1[CH:11]=[CH:12][C:13]2[O:17][C:16]([C:18]3[CH:19]=[CH:20][CH:21]=[CH:22][CH:23]=3)=[C:15]([N:24]3[CH2:29][CH2:28][N:27]([CH3:30])[CH2:26][CH2:25]3)[C:14]=2[CH:31]=1 |f:0.1,5.6.7|. Reported procedure: The mixture of 13.5 g of 1-(5-benzyloxy-2-phenyl-3-benzofuryl)-4-methylpiperazine hydrochloride, 125 ml of ethanol and 2.5 g of 10% palladium on charcoal is hydrogenated at a pressure of 2.7 atm and at ambient temperature until the hydrogen uptake ceases. The catalyst is filtered off, the filtrate evaporated and the residue triturated with acetone to afford the crystalline 1-(5-hydroxy-2-phenyl-3-benzofuryl)-4-methylpiperazine hydrochloride monohydrate melting at 253°-256° with decomposition.